The task is: describe an organic reaction: reactants, conditions, products, and yield. This data is from the Open Reaction Database (ORD), a public repository of structured organic reaction records. Starting materials: C(C)(=O)O (acetic acid), C(CC)N (Propylamine), OC1=CC=C(C=O)C=C1 (4-hydroxybenzaldehyde), imine, [BH4-].[Na+] (sodium borohydride). Run in C(C)O (ethanol), C(C)(C)O (isopropanol). Conditions: temperature 0 celsius, time 1 hour. Product: C(CC)NCC1=CC=C(C=C1)O (4-Propylaminomethylphenol). The yield is 130.8%. Reaction SMILES: [CH2:1]([NH2:4])[CH2:2][CH3:3].[OH:5][C:6]1[CH:13]=[CH:12][C:9]([CH:10]=O)=[CH:8][CH:7]=1.[BH4-].[Na+].C(O)(=O)C>C(O)(C)C.C(O)C>[CH2:1]([NH:4][CH2:10][C:9]1[CH:12]=[CH:13][C:6]([OH:5])=[CH:7][CH:8]=1)[CH2:2][CH3:3] |f:2.3|. Reported procedure: Propylamine (4.13 g) was slowly added to 4-hydroxybenzaldehyde (11.2 g, 91.80 mmol) in 50 mL of isopropanol at ambient temperature. The reaction was stirred for 1 hour and then cooled in an ice bath to 0° C. The imine was then reduced with sodium borohydride (1.74 g, 46 mmol) for 1 hour. The reaction was diluted with 100 mL of ethanol and acidified with acetic acid. The resulting solid was filtered and recrystallized from ethanol/isopropanol to give 15.1 g (99%) of the title compound. TLC (3:1 e...